Task: describe an organic reaction: reactants, conditions, products, and yield. Dataset: the Open Reaction Database (ORD), a public repository of structured organic reaction records Yields the product Cc1ccc(S(=O)(=O)Oc2ccc(F)c3c2C(=O)c2cc[n+]([O-])cc2C3=O)cc1. Reaction SMILES: [Cl:40][CH2:41][Cl:42].[F:12][c:13]1[cH:14][cH:15][c:16]([O:29][S:30](=[O:31])(=[O:32])[c:33]2[cH:34][cH:35][c:36]([CH3:39])[cH:37][cH:38]2)[c:17]2[c:26]1[C:25](=[O:27])[c:24]1[c:19]([cH:20][cH:21][n:22][cH:23]1)[C:18]2=[O:28].[OH:1][O:2][C:3]([c:4]1[cH:5][c:6]([Cl:7])[cH:8][cH:9][cH:10]1)=[O:11]>>[O-:1][n+:22]1[cH:21][cH:20][c:19]2[c:24]([cH:23]1)[C:25](=[O:27])[c:26]1[c:13]([F:12])[cH:14][cH:15][c:16]([O:29][S:30](=[O:31])(=[O:32])[c:33]3[cH:34][cH:35][c:36]([CH3:39])[cH:37][cH:38]3)[c:17]1[C:18]2=[O:28]. The reactants are ClCCl, Cc1ccc(S(=O)(=O)Oc2ccc(F)c3c2C(=O)c2ccncc2C3=O)cc1, O=C(OO)c1cccc(Cl)c1. Starting materials: CCOc1cc(Cc2cnc(N)nc2N)cc(OCC)c1-c1ccc(OCOC)cc1, CO, Cl. The product is CCOc1cc(Cc2cnc(N)nc2N)cc(OCC)c1-c1ccc(O)cc1. Reaction SMILES: [CH2:1]([CH3:2])[O:3][c:4]1[c:5](-[c:22]2[cH:23][cH:24][c:25]([O:28][CH2:29][O:30][CH3:31])[cH:26][cH:27]2)[c:6]([O:19][CH2:20][CH3:21])[cH:7][c:8]([CH2:10][c:11]2[c:12]([NH2:18])[n:13][c:14]([NH2:17])[n:15][cH:16]2)[cH:9]1.[CH3:33][OH:34].[ClH:32]>>[CH2:1]([CH3:2])[O:3][c:4]1[c:5](-[c:22]2[cH:23][cH:24][c:25]([OH:28])[cH:26][cH:27]2)[c:6]([O:19][CH2:20][CH3:21])[cH:7][c:8]([CH2:10][c:11]2[c:12]([NH2:18])[n:13][c:14]([NH2:17])[n:15][cH:16]2)[cH:9]1. Starting materials: FC(C=1C=C(CN)C=C(C1)C(F)(F)F)(F)F (3,5-bis-trifluoromethyl-benzylamine), triacetoxy-sodium borohydride, C(C)(=O)O (acetic acid), FC(C1=CC=C2COC(C2=C1)O)(F)F (6-Trifluoromethyl-1,3-dihydro-isobenzofuran-1-ol), C([O-])(O)=O.[Na+] (sodium bicarbonate). Run in ClCCCl (1,2-dichloroethane), C(C)(=O)OCC (ethyl acetate). Run at time 1 hour. The product is FC(C=1C=C(CNCC2=C(C=CC(=C2)C(F)(F)F)CO)C=C(C1)C(F)(F)F)(F)F ({2-[(3,5-bis-trifluoromethyl-benzylamino)-methyl]-4-trifluoromethyl-phenyl}-methanol). Isolated yield 81.1%. Reaction SMILES: [F:1][C:2]([F:14])([F:13])[C:3]1[CH:11]=[C:10]2[C:6]([CH2:7][O:8][CH:9]2O)=[CH:5][CH:4]=1.[F:15][C:16]([F:30])([F:29])[C:17]1[CH:18]=[C:19]([CH:22]=[C:23]([C:25]([F:28])([F:27])[F:26])[CH:24]=1)[CH2:20][NH2:21].C(O)(=O)C.C(=O)(O)[O-].[Na+]>ClCCCl.C(OCC)(=O)C>[F:15][C:16]([F:29])([F:30])[C:17]1[CH:18]=[C:19]([CH:22]=[C:23]([C:25]([F:28])([F:26])[F:27])[CH:24]=1)[CH2:20][NH:21][CH2:9][C:10]1[CH:11]=[C:3]([C:2]([F:14])([F:13])[F:1])[CH:4]=[CH:5][C:6]=1[CH2:7][OH:8] |f:3.4|. Procedure details: 6-Trifluoromethyl-1,3-dihydro-isobenzofuran-1-ol (4.12 g) is dissolved in 1,2-dichloroethane (75 ml), and thereto are added 3,5-bis-trifluoromethyl-benzylamine (5.89 g), triacetoxy-sodium borohydride (9.0 g) and acetic acid (2.3 ml), and the mixture is stirred at room temperature for 1 hour. To the reaction solution are added a saturated aqueous sodium bicarbonate solution and ethyl acetate, and the mixture is separated, and the organic layer is washed with a saturated brine, dried over magnesiu... Starting materials: BrC=1N=C(C(=NC1)N)C=1N(C2=C(C=NC=C2)N1)CC (5-bromo-3-(1-ethyl-1H-imidazo[4,5-c]pyridin-2-yl)pyrazin-2-amine), B(O)(O)C=1N(C2=CC=CC=C2C1)C(=O)OC(C)(C)C (tert-butyl 2-borono-1H-indole-1-carboxylate), C(=O)([O-])[O-].[K+].[K+] (K2CO3). The reagents and catalysts are Cl[Pd]([P](C1=CC=CC=C1)(C2=CC=CC=C2)C3=CC=CC=C3)([P](C4=CC=CC=C4)(C5=CC=CC=C5)C6=CC=CC=C6)Cl (Pd(PPh3)2Cl2). Solvent: CN(C=O)C (N,N-dimethylformamide). Reaction conditions: temperature 200 celsius. The product is C(=O)O.C(C)N1C(=NC=2C=NC=CC21)C=2C(=NC=C(N2)C=2NC1=CC=CC=C1C2)N ((1-ethyl-1H-imidazo[4,5-c]pyridin-2-yl)-5-(1H-indol-2-yl)pyrazin-2-amine formate). Isolated yield 31.6%. RXN SMILES: Br[C:2]1[N:3]=[C:4]([C:9]2[N:10]([CH2:18][CH3:19])[C:11]3[CH:16]=[CH:15][N:14]=[CH:13][C:12]=3[N:17]=2)[C:5]([NH2:8])=[N:6][CH:7]=1.B([C:23]1[N:24]([C:32]([O:34]C(C)(C)C)=[O:33])[C:25]2[C:30]([CH:31]=1)=[CH:29][CH:28]=[CH:27][CH:26]=2)(O)O.C([O-])([O-])=O.[K+].[K+]>CN(C)C=O.Cl[Pd](Cl)([P](C1C=CC=CC=1)(C1C=CC=CC=1)C1C=CC=CC=1)[P](C1C=CC=CC=1)(C1C=CC=CC=1)C1C=CC=CC=1>[CH:32]([OH:34])=[O:33].[CH2:18]([N:10]1[C:11]2[CH:16]=[CH:15][N:14]=[CH:13][C:12]=2[N:17]=[C:9]1[C:4]1[C:5]([NH2:8])=[N:6][CH:7]=[C:2]([C:23]2[NH:24][C:25]3[C:30]([CH:31]=2)=[CH:29][CH:28]=[CH:27][CH:26]=3)[N:3]=1)[CH3:19] |f:2.3.4,7.8,^1:52,71|. Procedure details: 5-Bromo-3-(1-ethyl-1H-imidazo[4,5-c]pyridin-2-yl)pyrazin-2-amine (0.020 g, 0.063 mmol) (made in example 2), tert-butyl 2-borono-1H-indole-1-carboxylate (0.062 g, 0.25 mmol), Pd(PPh3)2Cl2 (0.004 g, 0.0056 mmol) and K2CO3 (0.050 g, 0.25 mmol) were combined in 0.5 mL of N,N-dimethylformamide and heated to 200° C. in the SmithSynthesizer microwave for 8 minutes. The reaction mixture was concentrated in vacuo and the residue purified by HPLC to give 0.008 g of the title compound. The reactants are 637, 631, BrC1=C(C(=CC(=C1)C1=C2C=CC=CC2=C(C2=C1C1=C(S2)C=CC=C1)Br)Br)O (2,6-Dibromo-4-(6-bromo-benzo[b]naphtho[2,3-d]thiophen-11-yl)-phenol), C([C@@H](O)C)(=O)OC ((S)-lactic acid, methyl ester), 633, BrBr (bromine), 635. The product is BrC1=C(O[C@@H](C(=O)O)C)C(=CC(=C1)C1=C2C=CC=CC2=C(C2=C1C1=C(S2)C=CC=C1)Br)Br ((R)-2-[2,6-Dibromo-4-(6-bromo-benzo[b]naphtho[2,3-d]thiophen- 11-yl)-phenoxy]-propionic acid). Reaction SMILES: [Br:1][C:2]1[CH:7]=[C:6]([C:8]2[C:17]3[C:18]4[CH:24]=[CH:23][CH:22]=[CH:21][C:19]=4[S:20][C:16]=3[C:15]([Br:25])=[C:14]3[C:9]=2[CH:10]=[CH:11][CH:12]=[CH:13]3)[CH:5]=[C:4]([Br:26])[C:3]=1[OH:27].[C:28]([O:33]C)(=[O:32])[C@H:29]([CH3:31])O.BrBr>>[Br:26][C:4]1[CH:5]=[C:6]([C:8]2[C:17]3[C:18]4[CH:24]=[CH:23][CH:22]=[CH:21][C:19]=4[S:20][C:16]=3[C:15]([Br:25])=[C:14]3[C:9]=2[CH:10]=[CH:11][CH:12]=[CH:13]3)[CH:7]=[C:2]([Br:1])[C:3]=1[O:27][C@H:29]([CH3:31])[C:28]([OH:33])=[O:32]. Procedure details: Prepared from of 2,6-dibromo-4-(6-bromo-benzo[b]naphtho[2,3-d]thiophen-11-yl)-phenol (Example 21) and commercially available (S)-lactic acid, methyl ester. White solid: mp 131-133 ° C.: NMR (CDCl3);δ8.37 (d, J=9 Hz, 1 H), 7.84 (d, J=8 Hz, 1 H), 7.71-7.65 (m, 3 H), 7.57-7.50(m, 2 H), 7.45 (ddd, J=8, 7, 1 Hz, 1 H), 7.18 (ddd, J=8,7, 1 Hz, 1 H), 6.73 (d, J=8 Hz, 1 H), 5.36 (q, J=7 Hz, 1 H), 1.82 (d, J=7 Hz, 3 H); MS (EI): [M-H]+, 3 bromine isotope pattern, 631 (14%), 633 (44 %), 635 (42%), 637 (16%...